This data is from the Open Reaction Database (ORD), a public repository of structured organic reaction records. The task is: describe an organic reaction: reactants, conditions, products, and yield Starting materials: C[Si](C)(C)C(C(=O)N)[Si](C)(C)C (bis(trimethylsilyl)acetamide), NC=1SC=C(N1)C(C(=O)O)=NOC1CSC1 (2-(2-aminothiazol-4-yl)-2-(3-thietanyloxyimino)acetic acid), C(C)(C)N(CC)C(C)C (diisopropylethylamine), S(=O)(=O)(C)Cl (mesyl chloride), NC1[C@@H]2N(C(=C(CS2)CS\C=C/C=2C=NC=CC2)C(=O)O)C1=O (7-amino-3-[(Z)-2-(3-pyridyl)vinylthiomethyl]-3-cephem-4-carboxylic acid), C([O-])(O)=O.[Na+] (sodium bicarbonate). Solvent: CN(C=O)C (N,N-dimethylformamide), O1CCCC1 (tetrahydrofuran), C(C)(=O)OCC (ethyl acetate), O (water). Yields the product NC=1SC=C(N1)C(C(=O)NC1[C@@H]2N(C(=C(CS2)CS\C=C/C=2C=NC=CC2)C(=O)O)C1=O)=NOC1CSC1 (7-[2-(2-aminothiazol-4-yl)-2-(3-thietanyloxyimino)acetamido]-3-[(Z)-2-(3-pyridyl)vinylthiomethyl]-3-cephem-4-carboxylic acid). Yield: 20.9%. As a reaction SMILES: [NH2:1][CH:2]1[C:22](=[O:23])[N:4]2[C:5]([C:19]([OH:21])=[O:20])=[C:6]([CH2:9][S:10]/[CH:11]=[CH:12]\[C:13]3[CH:14]=[N:15][CH:16]=[CH:17][CH:18]=3)[CH2:7][S:8][C@H:3]12.C[Si](C([Si](C)(C)C)C(N)=O)(C)C.[NH2:36][C:37]1[S:38][CH:39]=[C:40]([C:42](=[N:46][O:47][CH:48]2[CH2:51][S:50][CH2:49]2)[C:43](O)=[O:44])[N:41]=1.C(N(C(C)C)CC)(C)C.S(Cl)(C)(=O)=O.C(=O)(O)[O-].[Na+]>O1CCCC1.CN(C)C=O.C(OCC)(=O)C.O>[NH2:36][C:37]1[S:38][CH:39]=[C:40]([C:42](=[N:46][O:47][CH:48]2[CH2:49][S:50][CH2:51]2)[C:43]([NH:1][CH:2]2[C:22](=[O:23])[N:4]3[C:5]([C:19]([OH:21])=[O:20])=[C:6]([CH2:9][S:10]/[CH:11]=[CH:12]\[C:13]4[CH:14]=[N:15][CH:16]=[CH:17][CH:18]=4)[CH2:7][S:8][C@H:3]23)=[O:44])[N:41]=1 |f:5.6|. Reported procedure: To a suspension of 7-amino-3-[(Z)-2-(3-pyridyl)vinylthiomethyl]-3-cephem-4-carboxylic acid (0.72 g) in dry tetrahydrofuran (10 ml) was added bis(trimethylsilyl)acetamide (1.7 ml) at ambient temperature and the mixture was stirred at the same temperature for an hour. On the other hand, to a solution of 2-(2-aminothiazol-4-yl)-2-(3-thietanyloxyimino)acetic acid (syn isomer) (0.42 g) and diisopropylethylamine in N,N-dimethylformamide (15 ml) was added mesyl chloride (0.25 ml) at -55° C. and the mix... The reactants are C(CCC)O (butyl alcohol), ClC(=O)OCCl (chloromethyl chloroformate), N1=CC=CC=C1 (Pyridine). Run in C(C)OCC (diethyl ether). Run at time 5 minute. Product: C(OCCCC)(OCCl)=O (butyl chloromethyl carbonate). Yield: 84.0%. RXN SMILES: [CH2:1]([OH:5])[CH2:2][CH2:3][CH3:4].Cl[C:7]([O:9][CH2:10][Cl:11])=[O:8].N1C=CC=CC=1>C(OCC)C>[C:7](=[O:8])([O:9][CH2:10][Cl:11])[O:5][CH2:1][CH2:2][CH2:3][CH3:4]. Procedure details: A solution of butyl alcohol (50 mmol) and chloromethyl chloroformate (4.5 mL, 50 mmol) in diethyl ether (200 mL) was cooled to 0° C. under argon. Pyridine (5.7 mL, 50 mmol) was added dropwise with stirring over 5 min. The solution was stirred at 0° C. for 15 min, then allowed to warm to room temperature and stirred for three additional hours. The ether solution was filtered, washed with 1 M HCl, and then twice with water, dried over MgSO4, filtered, and concentrated on a rotary evaporator to giv... Starting materials: C(CCC=C)C1(CCN(CC1)C(=O)OC(C)(C)C)C(=O)OC (Methyl 4-(pent-4-en-1-yl)-1-(tert-butoxycarbonyl)piperidine-4-carboxylate), CO (methanol), CSC (methyl sulfide). The product is O=CCCCC1(CCN(CC1)C(=O)OC(C)(C)C)C(=O)OC (Methyl 4-(4-oxobut-1-yl)-1-(tert-butoxycarbonyl)piperidine-4-carboxylate). As a reaction SMILES: [CH2:1]([C:6]1([C:19]([O:21][CH3:22])=[O:20])[CH2:11][CH2:10][N:9]([C:12]([O:14][C:15]([CH3:18])([CH3:17])[CH3:16])=[O:13])[CH2:8][CH2:7]1)[CH2:2][CH2:3][CH:4]=C.CSC.C[OH:27]>>[O:27]=[CH:4][CH2:3][CH2:2][CH2:1][C:6]1([C:19]([O:21][CH3:22])=[O:20])[CH2:11][CH2:10][N:9]([C:12]([O:14][C:15]([CH3:16])([CH3:18])[CH3:17])=[O:13])[CH2:8][CH2:7]1. Procedure: A solution of methyl 4-(pent-4-en-1-yl)-1-(tert-butoxycarbonyl)piperidine-4-carboxylate (29.4 g, 0.0945 mol) from Step B in methanol (1000 mL) was cooled to −78° C. in a dry ice/methanol bath and ozone was bubbled into the solution until a blue color persisted. The excess ozone was removed with a stream of nitrogen and then methyl sulfide (69 mL, 0.95 mol) was added, the cooling bath was removed, and the reaction mixture was allowed to warm to room temperature over 1.5 h. The reaction mixture wa... Reactants: CC(C)(C)c1ccc(OCc2ccccc2)c(C(C)(C)CO)c1, CO, [OH-], [OH-], [Pd+2]. The product is CC(C)(C)c1ccc(O)c(C(C)(C)CO)c1. RXN SMILES: [CH2:1]([c:2]1[cH:3][cH:4][cH:5][cH:6][cH:7]1)[O:8][c:9]1[c:10]([C:19]([CH2:20][OH:21])([CH3:22])[CH3:23])[cH:11][c:12]([C:15]([CH3:16])([CH3:17])[CH3:18])[cH:13][cH:14]1.[CH3:24][OH:25].[OH-:26].[OH-:27].[Pd+2:28]>>[OH:8][c:9]1[c:10]([C:19]([CH2:20][OH:21])([CH3:22])[CH3:23])[cH:11][c:12]([C:15]([CH3:16])([CH3:17])[CH3:18])[cH:13][cH:14]1. Reactants: FC1=C(C=CC=C1)C(C#N)(C)C (2-(2-Fluorophenyl)-2-methylpropionitrile), [OH-].[Na+] (sodium hydroxide), OO (hydrogen peroxide). Reagents/catalysts: S(=O)(=O)(O)[O-].C(CCC)[N+](CCCC)(CCCC)CCCC (tetrabutylammonium hydrogensulfate). Solvent: C1(=CC=CC=C1)C (toluene). Product: FC1=C(C=CC=C1)C(C(=O)N)(C)C (2-(2-fluorophenyl)isobutyramide). RXN SMILES: [F:1][C:2]1[CH:7]=[CH:6][CH:5]=[CH:4][C:3]=1[C:8]([CH3:12])([CH3:11])[C:9]#[N:10].[OH-:13].[Na+].OO>S([O-])(O)(=O)=O.C([N+](CCCC)(CCCC)CCCC)CCC.C1(C)C=CC=CC=1>[F:1][C:2]1[CH:7]=[CH:6][CH:5]=[CH:4][C:3]=1[C:8]([CH3:12])([CH3:11])[C:9]([NH2:10])=[O:13] |f:1.2,4.5|. Procedure details: 2-(2-Fluorophenyl)-2-methylpropionitrile (0.211 g) was magnetically stirred with aqueous solutions of 5N sodium hydroxide (2 mL), 55% tetrabutylammonium hydrogensulfate (0.1 mL) and 30% hydrogen peroxide (3 mL) for 22 hours. The reaction mixture was diluted with toluene and extracted. The aqueous phase was neutralized with 5% hydrochloric acid and extracted twice with ethyl acetate. The combined organic extracts were washed with water, then brine, and dried over anhydrous magnesium sulfate. Filt...